This data is from the Open Reaction Database (ORD), a public repository of structured organic reaction records. The task is: describe an organic reaction: reactants, conditions, products, and yield Reported procedure: According to the same method as that of Production Example 1, (1S)-1,2-dimethylpropylamine was used in place of 2,2-dimethylpropylamine, 3-fluoro-5-methoxy-4-(2-propynyloxy)benzoyl chloride was used in place of 4-(2-propynyloxy)-3-methoxybenzoyl chloride to obtain N-((1S)-1,2-dimethylpropyl)-3-fluoro-5-methoxy-4-(2-propynyloxy)benzamide (hereinafter, described as the compound 49 of the present invention) represented by the formula: The reactants are C[C@@H](C(C)C)N ((1S)-1,2-dimethylpropylamine), FC=1C=C(C(=O)Cl)C=C(C1OCC#C)OC (3-fluoro-5-methoxy-4-(2-propynyloxy)benzoyl chloride). RXN SMILES: [CH3:1][C@H:2]([NH2:6])[CH:3]([CH3:5])[CH3:4].[F:7][C:8]1[CH:9]=[C:10]([CH:14]=[C:15]([O:21][CH3:22])[C:16]=1[O:17][CH2:18][C:19]#[CH:20])[C:11](Cl)=[O:12]>>[CH3:1][C@H:2]([NH:6][C:11](=[O:12])[C:10]1[CH:14]=[C:15]([O:21][CH3:22])[C:16]([O:17][CH2:18][C:19]#[CH:20])=[C:8]([F:7])[CH:9]=1)[CH:3]([CH3:5])[CH3:4]. Yields the product C[C@@H](C(C)C)NC(C1=CC(=C(C(=C1)OC)OCC#C)F)=O (N-((1S)-1,2-dimethylpropyl)-3-fluoro-5-methoxy-4-(2-propynyloxy)benzamide). The reactants are [Na].CN1C(NC(C=2N(C=NC12)C)=O)=O (3,7-di-methylxanthine sodium salt), ClCCCP(C)(C)=O (3-chloropropyldimethylphosphine oxide). The product is CN1C(N(C(C=2N(C=NC12)C)=O)CCCP(C)(C)=O)=O ([3-(3,7-Dimethylxanthin-1-yl)propyl]dimethylphosphine Oxide). Reaction SMILES: [Na].[CH3:2][N:3]1[C:11]2[N:10]=[CH:9][N:8]([CH3:12])[C:7]=2[C:6](=[O:13])[NH:5][C:4]1=[O:14].Cl[CH2:16][CH2:17][CH2:18][P:19](=[O:22])([CH3:21])[CH3:20]>>[CH3:2][N:3]1[C:11]2[N:10]=[CH:9][N:8]([CH3:12])[C:7]=2[C:6](=[O:13])[N:5]([CH2:16][CH2:17][CH2:18][P:19](=[O:22])([CH3:21])[CH3:20])[C:4]1=[O:14] |f:0.1,^1:0|. Reported procedure: The title substance was prepared from 10.1 g (0.05 mol) of 3,7-di-methylxanthine sodium salt and 3-chloropropyldimethylphosphine oxide analogously to Example 59 and crystallized from ethyl acetate. The product is COCC(C)Oc1cc(O)cc(C(=O)OC)c1. As a reaction SMILES: [CH2:1]([c:2]1[cH:3][cH:4][cH:5][cH:6][cH:7]1)[O:8][c:9]1[cH:10][c:11]([C:12](=[O:13])[O:14][CH3:15])[cH:16][c:17]([O:19][CH:20]([CH2:21][O:22][CH3:23])[CH3:24])[cH:18]1.[CH3:25][OH:26]>>[OH:8][c:9]1[cH:10][c:11]([C:12](=[O:13])[O:14][CH3:15])[cH:16][c:17]([O:19][CH:20]([CH2:21][O:22][CH3:23])[CH3:24])[cH:18]1. The reactants are COCC(C)Oc1cc(OCc2ccccc2)cc(C(=O)OC)c1, CO. The reactants are N1=CC=C(C=C1)N1CCC(CC1)C(=O)Cl (1-(4-pyridyl)piperidine-4-carbonyl chloride), C1=C(C=CC2=CC=CC=C12)S(=O)(=O)N1C(CNCC1)CC(=O)OC (methyl 2-[1-(2-naphthylsulphonyl)piperazin-2-yl]acetate). Product: COC(=O)CC1N(CCN(C1)C(=O)C1CCN(CC1)C1=CC=NC=C1)S(=O)(=O)C1=CC2=CC=CC=C2C=C1 (2-methoxycarbonylmethyl-1-(2-naphthylsulphonyl)-4-[1-(4-pyridyl)-piperidin-4-ylcarbonyl]piperazine). Yield: 90.0%. As a reaction SMILES: [N:1]1[CH:6]=[CH:5][C:4]([N:7]2[CH2:12][CH2:11][CH:10]([C:13](Cl)=[O:14])[CH2:9][CH2:8]2)=[CH:3][CH:2]=1.[CH:16]1[C:25]2[C:20](=[CH:21][CH:22]=[CH:23][CH:24]=2)[CH:19]=[CH:18][C:17]=1[S:26]([N:29]1[CH2:34][CH2:33][NH:32][CH2:31][CH:30]1[CH2:35][C:36]([O:38][CH3:39])=[O:37])(=[O:28])=[O:27]>>[CH3:39][O:38][C:36]([CH2:35][CH:30]1[CH2:31][N:32]([C:13]([CH:10]2[CH2:11][CH2:12][N:7]([C:4]3[CH:5]=[CH:6][N:1]=[CH:2][CH:3]=3)[CH2:8][CH2:9]2)=[O:14])[CH2:33][CH2:34][N:29]1[S:26]([C:17]1[CH:18]=[CH:19][C:20]2[C:25](=[CH:24][CH:23]=[CH:22][CH:21]=2)[CH:16]=1)(=[O:27])=[O:28])=[O:37]. Procedure details: Using an analogous procedure to that described in Example 1, 1-(4-pyridyl)piperidine-4-carbonyl chloride was reacted with methyl 2-[1-(2-naphthylsulphonyl)piperazin-2-yl]acetate to give 2-methoxycarbonylmethyl-1-(2-naphthylsulphonyl)-4-[1-(4-pyridyl)-piperidin-4-ylcarbonyl]piperazine in 90% yield as a glass; Starting materials: FC(C(=O)O)(F)F.O1CCN(CC1)CCN(S(=O)(=O)C)C=1C=C2C=CN(C2=CC1)CC(=O)O (2-(5-(N-(2-morpholinoethyl)methylsulfonamido)-1H-indol-1-yl)acetic acid 2,2,2-trifluoroacetate), ClC=1C=[N+](C=C(C1C[C@H](O)C1=CC(=C(C=C1)OC(F)F)OCC1CC1)Cl)[O-] ((S)-3,5-dichloro-4-(2-(3-(cyclopropylmethoxy)-4-(difluoromethoxy)phenyl)-2-hydroxyethyl)pyridine 1-oxide), C(CCl)Cl (EDC). The reagents and catalysts are CN(C)C=1C=CN=CC1 (DMAP). Run in C(Cl)Cl (DCM). Run at time 8 hour. The product is Cl.ClC=1C=[N+](C=C(C1C[C@H](OC(CN1C=CC2=CC(=CC=C12)N(S(=O)(=O)C)CCN1CCOCC1)=O)C1=CC(=C(C=C1)OC(F)F)OCC1CC1)Cl)[O-] ((S)-3,5-dichloro-4-(2-(3-(cyclopropylmethoxy)-4-(difluoromethoxy)-phenyl)-2-(2-(5-(N-(2-morpholinoethyl)methylsulfonamido)-1H-indol-1-yl)acetoxy)ethyl)pyridine 1-oxide hydrochloride). The yield is 47.3%. RXN SMILES: FC(F)(F)C(O)=O.[O:8]1[CH2:13][CH2:12][N:11]([CH2:14][CH2:15][N:16]([C:21]2[CH:22]=[C:23]3[C:27](=[CH:28][CH:29]=2)[N:26]([CH2:30][C:31]([OH:33])=[O:32])[CH:25]=[CH:24]3)[S:17]([CH3:20])(=[O:19])=[O:18])[CH2:10][CH2:9]1.[Cl:34][C:35]1[CH:36]=[N+:37]([O-:60])[CH:38]=[C:39]([Cl:59])[C:40]=1[CH2:41][C@@H:42]([C:44]1[CH:49]=[CH:48][C:47]([O:50][CH:51]([F:53])[F:52])=[C:46]([O:54][CH2:55][CH:56]2[CH2:58][CH2:57]2)[CH:45]=1)O.C(Cl)CCl>C(Cl)Cl.CN(C1C=CN=CC=1)C>[ClH:34].[Cl:34][C:35]1[CH:36]=[N+:37]([O-:60])[CH:38]=[C:39]([Cl:59])[C:40]=1[CH2:41][C@@H:42]([C:44]1[CH:49]=[CH:48][C:47]([O:50][CH:51]([F:53])[F:52])=[C:46]([O:54][CH2:55][CH:56]2[CH2:58][CH2:57]2)[CH:45]=1)[O:32][C:31](=[O:33])[CH2:30][N:26]1[C:27]2[C:23](=[CH:22][C:21]([N:16]([CH2:15][CH2:14][N:11]3[CH2:12][CH2:13][O:8][CH2:9][CH2:10]3)[S:17]([CH3:20])(=[O:19])=[O:18])=[CH:29][CH:28]=2)[CH:24]=[CH:25]1 |f:0.1,6.7|. Reported procedure: To a solution of crude 2-(5-(N-(2-morpholinoethyl)methylsulfonamido)-1H-indol-1-yl)acetic acid 2,2,2-trifluoroacetate (150 mg, 0.303 mmol) in DCM, (S)-3,5-dichloro-4-(2-(3-(cyclopropylmethoxy)-4-(difluoromethoxy)phenyl)-2-hydroxyethyl)pyridine 1-oxide (165 mg, 0.393 mmol), EDC (226 mg, 1.180 mmol) and DMAP (24.02 mg, 0.197 mmol) were added, and the resulting mixture was stirred overnight at room temperature. The solvent was removed, and the residue was purified by flash chromatography on silica ... The reactants are CCO, COC(=O)c1cc(-c2cccs2)ccc1OC, [Li+], [OH-], O, Cc1ccccc1. Product: COc1ccc(-c2cccs2)cc1C(=O)O. RXN SMILES: [CH2:21]([OH:22])[CH3:23].[CH3:3][O:4][c:5]1[c:6]([C:7](=[O:8])[O:9][CH3:10])[cH:11][c:12](-[c:15]2[s:16][cH:17][cH:18][cH:19]2)[cH:13][cH:14]1.[Li+:1].[OH-:2].[OH2:20].[c:24]1([CH3:25])[cH:26][cH:27][cH:28][cH:29][cH:30]1>>[CH3:3][O:4][c:5]1[c:6]([C:7](=[O:8])[OH:9])[cH:11][c:12](-[c:15]2[s:16][cH:17][cH:18][cH:19]2)[cH:13][cH:14]1. The reactants are C(C1=CC=CC=C1)N (benzyl amine), BrC=1SC=C(N1)C(=O)O (2-bromothiazole-4-carboxylic acid), O=C1OCCN1P(=O)(N1C(OCC1)=O)Cl (bis(2-oxo-3-oxazolidinyl)phosphinic chloride), C(C)(C)N(CC)C(C)C (diisopropylethylamine). Solvent: CN(C)C=O (DMF). Reaction conditions: time 24 hour. The product is C(C1=CC=CC=C1)NC(=O)C=1N=C(SC1)Br (N-benzyl-2-bromothiazole-4-carboxamide). As a reaction SMILES: [CH2:1]([NH2:8])[C:2]1[CH:7]=[CH:6][CH:5]=[CH:4][CH:3]=1.[Br:9][C:10]1[S:11][CH:12]=[C:13]([C:15](O)=[O:16])[N:14]=1.O=C1N(P(Cl)(N2CCOC2=O)=O)CCO1.C(N(C(C)C)CC)(C)C>CN(C=O)C>[CH2:1]([NH:8][C:15]([C:13]1[N:14]=[C:10]([Br:9])[S:11][CH:12]=1)=[O:16])[C:2]1[CH:7]=[CH:6][CH:5]=[CH:4][CH:3]=1. Procedure: Benzyl amine was loaded to 4-formyl-3,5-dimethoxyphenoxymethyl functionalized polystyrene resin (PAL) via reductive amination to give PAL-benzyl amine resin. See, Ding. S.; Grey, N. S. Wu, X.; Ding, Q.; Schultz, P. G. J. Am. Chem. Soc. 2002, 124, 1594-1596. A reaction flask containing PAL-benzyl amine resin (200 mg, 0.2 mmol), 2-bromothiazole-4-carboxylic acid (83 mg, 0.4 mmol), bis(2-oxo-3-oxazolidinyl)phosphinic chloride (BOP-Cl) (153 mg, 0.6 mmol) and diisopropylethylamine (0.17 mL, 1 mmol) i... Reactants: hydrochloride salt, CS(=O)(=O)C1=CN(C2=CC(=CC=C12)C)CC#N ((3-Methanesulfonyl-6-methyl-indol-1-yl)-acetonitrile), CC1=CC=C2C=CNC2=C1 (6-methylindole), Cl (HCl), C(CN)N (ethylene diamine). Solvent: C(=S)=S (carbon disulfide), O (water), C(C)O (ethanol), CO (methanol). Conditions: temperature 142 celsius, time 20 minute. The product is N1C(=NCC1)CN1C=C(C2=CC=C(C=C12)C)S(=O)(=O)C (1-(4,5-dihydro-1H-imidazol-2-ylmethyl)-3-methanesulfonyl-6-methyl-1H-indole). RXN SMILES: [CH3:1][S:2]([C:5]1[C:13]2[C:8](=[CH:9][C:10]([CH3:14])=[CH:11][CH:12]=2)[N:7]([CH2:15][C:16]#[N:17])[CH:6]=1)(=[O:4])=[O:3].CC1C=C2C([CH:23]=[CH:24][NH:25]2)=CC=1.C(N)CN.Cl>CO.C(O)C.O.C(=S)=S>[NH:17]1[CH2:23][CH2:24][N:25]=[C:16]1[CH2:15][N:7]1[C:8]2[C:13](=[CH:12][CH:11]=[C:10]([CH3:14])[CH:9]=2)[C:5]([S:2]([CH3:1])(=[O:4])=[O:3])=[CH:6]1. Procedure details: (3-Methanesulfonyl-6-methyl-indol-1-yl)-acetonitrile (0.4 g, 1.611 mmole) prepared from 6-methylindole as described in Steps 1-4 above, was added to ethylene diamine (4.3 ml, 438 mmole) in a reaction tube. A single drop of carbon disulfide was carefully added. The mixture was heated in a microwave reactor at 142° C. for 30 minutes. Upon cooling, the reaction mixture was poured into a mixture of ice and water, stirred 20 minutes and filtered. The colorless precipitate collected was washed with wa...